Dataset: the Open Reaction Database (ORD), a public repository of structured organic reaction records. Task: describe an organic reaction: reactants, conditions, products, and yield Solvent: O1CCCC1 (tetrahydrofuran), O1CCCC1 (tetrahydrofuran), CO (methanol). The yield is 73.3%. Run at temperature 0 celsius, time 1 hour. The reactants are ClC=1C(=CC(=C(C(=O)O)C1)OC)NC (5-chloro-2-methoxy-4-(methylamino)benzoic acid), C(=O)(N1C=NC=C1)N1C=NC=C1 (1,1'-carbonyldiimidazole), N12CCCC(CCC1)(C2)CN (1-azabicyclo[3.3.1]nonane-5-methanamine). The product is N12CCCC(CCC1)(C2)CNC(C2=C(C=C(C(=C2)Cl)NC)OC)=O (N-(1-Azabicyclo[3.3.1]non-5-ylmethyl)-5-chloro-2-methoxy-4-(methylamino)benzamide). Reported procedure: A solution of 5-chloro-2-methoxy-4-(methylamino)benzoic acid (1.08 g, 5 mmol) in anhydrous tetrahydrofuran (7 mL) under nitrogen was treated with 1,1'-carbonyldiimidazole (0.90 g, 5.5 mmol), stirred one hour, degassed under a stream of nitrogen for 10 minutes, and cooled (0° C.). A solution of 1-azabicyclo[3.3.1]nonane-5-methanamine (0.82 g, 5.3 mmol) in tetrahydrofuran (3 mL) was added dropwise, and stirring was continued at room temperature for 18 hours. The suspension was diluted with enough ... As a reaction SMILES: [Cl:1][C:2]1[C:3]([NH:13][CH3:14])=[CH:4][C:5]([O:11][CH3:12])=[C:6]([CH:10]=1)[C:7]([OH:9])=O.C(N1C=CN=C1)(N1C=CN=C1)=O.[N:27]12[CH2:35][C:31]([CH2:36][NH2:37])([CH2:32][CH2:33][CH2:34]1)[CH2:30][CH2:29][CH2:28]2>O1CCCC1.CO>[N:27]12[CH2:35][C:31]([CH2:36][NH:37][C:7](=[O:9])[C:6]3[CH:10]=[C:2]([Cl:1])[C:3]([NH:13][CH3:14])=[CH:4][C:5]=3[O:11][CH3:12])([CH2:32][CH2:33][CH2:34]1)[CH2:30][CH2:29][CH2:28]2. Reactants: CCOC(=O)CSc1cnc(N)s1, CC1CCC(N(CCCc2cccc(Cl)c2)C(=O)Nc2ncc(SCC(=O)O)s2)CC1, O=C(O)CCC(=O)c1ccc(F)cc1. The product is CC1CCC(N(CCCC(O)c2ccc(F)cc2)C(=O)Nc2ncc(SCC(=O)O)s2)CC1. Reaction SMILES: [CH2:46]([O:47][C:48](=[O:49])[CH2:50][S:51][c:52]1[s:53][c:54]([NH2:55])[n:56][cH:57]1)[CH3:58].[Cl:1][c:2]1[cH:3][c:4]([CH2:8][CH2:9][CH2:10][N:11]([C:12]([NH:13][c:14]2[s:15][c:16]([S:19][CH2:20][C:21](=[O:22])[OH:23])[cH:17][n:18]2)=[O:24])[CH:25]2[CH2:26][CH2:27][CH:28]([CH3:31])[CH2:29][CH2:30]2)[cH:5][cH:6][cH:7]1.[F:32][c:33]1[cH:34][cH:35][c:36]([C:39]([CH2:40][CH2:41][C:42]([OH:43])=[O:44])=[O:45])[cH:37][cH:38]1>>[CH2:8]([CH2:9][CH2:10][N:11]([C:12]([NH:13][c:14]1[s:15][c:16]([S:19][CH2:20][C:21](=[O:22])[OH:23])[cH:17][n:18]1)=[O:24])[CH:25]1[CH2:26][CH2:27][CH:28]([CH3:31])[CH2:29][CH2:30]1)[CH:39]([c:36]1[cH:35][cH:34][c:33]([F:32])[cH:38][cH:37]1)[OH:45]. The reactants are C1CCOC1, CCCCN(C)C(=O)c1ccc(Cl)cc1. Yields the product CCCCN(C)Cc1ccc(Cl)cc1. Reaction SMILES: [CH2:16]1[O:17][CH2:18][CH2:19][CH2:20]1.[CH2:1]([CH2:2][CH2:3][CH3:4])[N:5]([C:6]([c:7]1[cH:8][cH:9][c:10]([Cl:13])[cH:11][cH:12]1)=[O:14])[CH3:15]>>[CH2:1]([CH2:2][CH2:3][CH3:4])[N:5]([CH2:6][c:7]1[cH:8][cH:9][c:10]([Cl:13])[cH:11][cH:12]1)[CH3:15]. Starting materials: ClC1=CC2=CN(N=C2C(=C1)C(C(=O)OC)OCC1(CCN(CC1)C(=O)OC(C)(C)C)C1=CC=C(C=C1)F)COCC[Si](C)(C)C (tert-butyl 4-((1-(5-chloro-2-((2-(trimethylsilyl)ethoxy)methyl)-2H-indazol-7-yl)-2-methoxy-2-oxoethoxy)methyl)-4-(4-fluorophenyl)piperidine-1-carboxylate), [BH4-].[Li+] (lithium borohydride). The solvent is O1CCCC1 (tetrahydrofuran), CO (methanol). Conditions: time 30 minute. Yields the product ClC1=CC2=CN(N=C2C(=C1)C(CO)OCC1(CCN(CC1)C(=O)OC(C)(C)C)C1=CC=C(C=C1)F)COCC[Si](C)(C)C (tert-Butyl 4-((1-(5-chloro-2-((2-(trimethylsilyl)ethoxy)methyl)-2H-indazol-7-yl)-2-hydroxyethoxy)methyl)-4-(4-fluorophenyl)piperidine-1-carboxylate). Reaction SMILES: [Cl:1][C:2]1[CH:10]=[C:9]([CH:11]([O:16][CH2:17][C:18]2([C:31]3[CH:36]=[CH:35][C:34]([F:37])=[CH:33][CH:32]=3)[CH2:23][CH2:22][N:21]([C:24]([O:26][C:27]([CH3:30])([CH3:29])[CH3:28])=[O:25])[CH2:20][CH2:19]2)[C:12](OC)=[O:13])[C:8]2[C:4](=[CH:5][N:6]([CH2:38][O:39][CH2:40][CH2:41][Si:42]([CH3:45])([CH3:44])[CH3:43])[N:7]=2)[CH:3]=1.[BH4-].[Li+]>O1CCCC1.CO>[Cl:1][C:2]1[CH:10]=[C:9]([CH:11]([O:16][CH2:17][C:18]2([C:31]3[CH:36]=[CH:35][C:34]([F:37])=[CH:33][CH:32]=3)[CH2:23][CH2:22][N:21]([C:24]([O:26][C:27]([CH3:30])([CH3:29])[CH3:28])=[O:25])[CH2:20][CH2:19]2)[CH2:12][OH:13])[C:8]2[C:4](=[CH:5][N:6]([CH2:38][O:39][CH2:40][CH2:41][Si:42]([CH3:45])([CH3:43])[CH3:44])[N:7]=2)[CH:3]=1 |f:1.2|. Procedure details: To a solution of tert-butyl 4-((1-(5-chloro-2-((2-(trimethylsilyl)ethoxy)methyl)-2H-indazol-7-yl)-2-methoxy-2-oxoethoxy)methyl)-4-(4-fluorophenyl)piperidine-1-carboxylate (850 mg, 1.28 mmol) in tetrahydrofuran (7.4 mL) and methanol (0.37 mL) at 0° C. was added lithium borohydride (55.9 mg, 2.57 mmol). The ice bath was removed and stirring continued for 30 min. The reaction was diluted with diethyl ether and quenched by addition of saturated ammonium chloride. The ethereal was washed with water, ... Starting materials: C1CCOC1, COC(=O)C1=Cc2cc(-c3ccc(C)s3)ccc2OCC1, CO, [Na+], [OH-]. The product is Cc1ccc(-c2ccc3c(c2)C=C(C(=O)O)CCO3)s1. RXN SMILES: [CH2:24]1[O:25][CH2:26][CH2:27][CH2:28]1.[CH3:1][c:2]1[cH:3][cH:4][c:5](-[c:7]2[cH:8][cH:9][c:10]3[c:11]([cH:21]2)[CH:12]=[C:13]([C:17](=[O:18])[O:19][CH3:20])[CH2:14][CH2:15][O:16]3)[s:6]1.[CH3:29][OH:30].[Na+:23].[OH-:22]>>[CH3:1][c:2]1[cH:3][cH:4][c:5](-[c:7]2[cH:8][cH:9][c:10]3[c:11]([cH:21]2)[CH:12]=[C:13]([C:17](=[O:18])[OH:19])[CH2:14][CH2:15][O:16]3)[s:6]1.